This data is from the Open Reaction Database (ORD), a public repository of structured organic reaction records. The task is: describe an organic reaction: reactants, conditions, products, and yield The reactants are C(C1=CC=CC=C1)(=O)\C=C/C(=O)OCC (ethyl cis-β-benzoylacrylate), B(F)(F)F.CCOCC (boron trifluoride etherate). Solvent: C1(=CC=CC=C1)C (toluene). Reaction conditions: temperature 80 celsius, time 45 minute. The product is C(C1=CC=CC=C1)(=O)/C=C/C(=O)OCC (ethyl trans-β-benzoylacrylate). The yield is 87.5%. RXN SMILES: [C:1](/[CH:9]=[CH:10]\[C:11]([O:13][CH2:14][CH3:15])=[O:12])(=[O:8])[C:2]1[CH:7]=[CH:6][CH:5]=[CH:4][CH:3]=1.B(F)(F)F.CCOCC>C1(C)C=CC=CC=1>[C:1](/[CH:9]=[CH:10]/[C:11]([O:13][CH2:14][CH3:15])=[O:12])(=[O:8])[C:2]1[CH:7]=[CH:6][CH:5]=[CH:4][CH:3]=1 |f:1.2|. Procedure: A mixture of 200 mg of ethyl cis-β-benzoylacrylate, 200 mg of boron trifluoride etherate (about 47 %) and 10 ml of toluene was stirred at 80° C. for 45 minutes and then cooled, followed by the procedure as in Example 1 to give 175 mg of ethyl trans-β-benzoylacrylate as a yellow oil.